Dataset: the Open Reaction Database (ORD), a public repository of structured organic reaction records. Task: describe an organic reaction: reactants, conditions, products, and yield Reactants: BrC1=C(C=O)C=CC=C1 (2-bromobenzaldehyde), C(CO)O (ethylene glycol). Reagents/catalysts: C1(=CC=C(C=C1)S(=O)(=O)O)C (p-toluenesulphonic acid). The solvent is C1(=CC=CC=C1)C (toluene). Product: BrC1=C(C=CC=C1)C1OCCO1 (2-(2-bromophenyl)-1,3-dioxolane). The yield is 98.6%. RXN SMILES: [Br:1][C:2]1[CH:9]=[CH:8][CH:7]=[CH:6][C:3]=1[CH:4]=[O:5].[CH2:10](O)[CH2:11][OH:12]>C1(C)C=CC(S(O)(=O)=O)=CC=1.C1(C)C=CC=CC=1>[Br:1][C:2]1[CH:9]=[CH:8][CH:7]=[CH:6][C:3]=1[CH:4]1[O:12][CH2:11][CH2:10][O:5]1. Procedure details: A mixture of 2-bromobenzaldehyde (100 g; 0.54 mol), ethylene glycol (67.03 g; 1.08 mol), p-toluenesulphonic acid (0.5 g) and toluene was heated to and maintained at reflux temperature for 6 hours. During this period, water/ethylene glycol (23 ml) was removed by azeotropic distillation. The mixture was cooled and ether (1 l) was added. The ether solution was washed with saturated sodium bicarbonate solution (200 ml) water (3×150 ml) and saturated brine (1×150 ml). After drying and filtration, eva...